This data is from the Open Reaction Database (ORD), a public repository of structured organic reaction records. The task is: describe an organic reaction: reactants, conditions, products, and yield Reactants: C[Al](C)C, Cc1ccccc1, CC(C)N, CCCCc1noc(C)c1COc1ccc(C(=O)OC)nn1, C1COCCO1. Yields the product CCCCc1noc(C)c1COc1ccc(C(=O)NC(C)C)nn1. RXN SMILES: [CH3:1][Al:2]([CH3:3])[CH3:4].[CH3:31][c:32]1[cH:33][cH:34][cH:35][cH:36][cH:37]1.[CH3:5][CH:6]([CH3:7])[NH2:8].[CH3:9][O:10][C:11](=[O:12])[c:13]1[n:14][n:15][c:16]([O:19][CH2:20][c:21]2[c:22]([CH2:27][CH2:28][CH2:29][CH3:30])[n:23][o:24][c:25]2[CH3:26])[cH:17][cH:18]1.[O:38]1[CH2:39][CH2:40][O:41][CH2:42][CH2:43]1>>[CH3:5][CH:6]([CH3:7])[NH:8][C:11](=[O:10])[c:13]1[n:14][n:15][c:16]([O:19][CH2:20][c:21]2[c:22]([CH2:27][CH2:28][CH2:29][CH3:30])[n:23][o:24][c:25]2[CH3:26])[cH:17][cH:18]1. The reactants are CC(=O)OC(C)=O, Cc1ccncc1, N#Cc1ccc(OCc2ccc(C=O)cc2)cc1, ClCCl, O. The product is N#Cc1ccc(OCc2ccc(C=Cc3ccncc3)cc2)cc1. RXN SMILES: [C:26]([O:27][C:28](=[O:29])[CH3:30])(=[O:31])[CH3:32].[CH3:19][c:20]1[cH:21][cH:22][n:23][cH:24][cH:25]1.[CH:1](=[O:2])[c:3]1[cH:4][cH:5][c:6]([CH2:9][O:10][c:11]2[cH:12][cH:13][c:14]([C:15]#[N:16])[cH:17][cH:18]2)[cH:7][cH:8]1.[Cl:34][CH2:35][Cl:36].[OH2:33]>>[CH:1]([c:3]1[cH:4][cH:5][c:6]([CH2:9][O:10][c:11]2[cH:12][cH:13][c:14]([C:15]#[N:16])[cH:17][cH:18]2)[cH:7][cH:8]1)=[CH:19][c:20]1[cH:21][cH:22][n:23][cH:24][cH:25]1. Starting materials: IC1=C(C=C(C=C1)[N+](=O)[O-])OC (2-Iodo-5-nitroanisole), CCN(C(C)C)C(C)C (Hunigs Base), C[S-].[Na+] (sodium methanethiolate). The reagents and catalysts are C=1C=CC(=CC1)/C=C/C(=O)/C=C/C2=CC=CC=C2.C=1C=CC(=CC1)/C=C/C(=O)/C=C/C2=CC=CC=C2.C=1C=CC(=CC1)/C=C/C(=O)/C=C/C2=CC=CC=C2.[Pd].[Pd] (Pd2(dba)3), CC1(C2=C(C(=CC=C2)P(C3=CC=CC=C3)C4=CC=CC=C4)OC5=C(C=CC=C51)P(C6=CC=CC=C6)C7=CC=CC=C7)C (Xantphos). Run in C1CCOC1 (THF). Product: COC1=C(C=CC(=C1)[N+](=O)[O-])SC (2-methoxy-1-methylsulfanyl-4-nitro-benzene). Isolated yield 68.4%. RXN SMILES: I[C:2]1[CH:7]=[CH:6][C:5]([N+:8]([O-:10])=[O:9])=[CH:4][C:3]=1[O:11][CH3:12].CCN(C(C)C)C(C)C.[CH3:22][S-:23].[Na+]>C1COCC1.C1C=CC(/C=C/C(/C=C/C2C=CC=CC=2)=O)=CC=1.C1C=CC(/C=C/C(/C=C/C2C=CC=CC=2)=O)=CC=1.C1C=CC(/C=C/C(/C=C/C2C=CC=CC=2)=O)=CC=1.[Pd].[Pd].CC1(C)C2C(=C(P(C3C=CC=CC=3)C3C=CC=CC=3)C=CC=2)OC2C(P(C3C=CC=CC=3)C3C=CC=CC=3)=CC=CC1=2>[CH3:12][O:11][C:3]1[CH:4]=[C:5]([N+:8]([O-:10])=[O:9])[CH:6]=[CH:7][C:2]=1[S:23][CH3:22] |f:2.3,5.6.7.8.9|. Reported procedure: 2-Iodo-5-nitroanisole (5.58 g, 20.0 mmol), Pd2(dba)3 (0.025 eq, 457 mg), Xantphos (0.05 eq, 578 mg), Hunigs Base (1 eq, 3.48 ml) and sodium methanethiolate (1 eq, 1.40 g) were dissolved in THF. The mixture was heated to reflux overnight. Upon cooling the mixture was filtered through celite. The filtrate was concentrated in vacuo. The residue was purified by flash chromatography (4:1 Hexanes/Ethyl Acetate) to give 2-methoxy-1-methylsulfanyl-4-nitro-benzene (2.72 g, 68.3%) as a yellow crystalline ...